describe an organic reaction: reactants, conditions, products, and yield From a dataset of the Open Reaction Database (ORD), a public repository of structured organic reaction records. Starting materials: COC=1C=C(CCl)C=C(C1OC)OC (3,4,5-Trimethoxy-benzyl chloride), C1(=CC=CC=C1)C1C2=C(CNC1)SC=C2 (4-phenyl-4,5,6,7-tetrahydro-thieno[2,3-c]pyridine). Product: C1(=CC=CC=C1)C1C2=C(CN(C1)CC1=CC(=C(C(=C1)OC)OC)OC)SC=C2 (4-Phenyl-6-(3,4,5-trimethoxy-benzyl)-4,5,6,7-tetrahydro-thieno[2,3-c]pyridine). Reaction SMILES: [CH3:1][O:2][C:3]1[CH:4]=[C:5]([CH:8]=[C:9]([O:13][CH3:14])[C:10]=1[O:11][CH3:12])[CH2:6]Cl.[C:15]1([CH:21]2[CH2:26][NH:25][CH2:24][C:23]3[S:27][CH:28]=[CH:29][C:22]2=3)[CH:20]=[CH:19][CH:18]=[CH:17][CH:16]=1>>[C:15]1([CH:21]2[CH2:26][N:25]([CH2:6][C:5]3[CH:4]=[C:3]([O:2][CH3:1])[C:10]([O:11][CH3:12])=[C:9]([O:13][CH3:14])[CH:8]=3)[CH2:24][C:23]3[S:27][CH:28]=[CH:29][C:22]2=3)[CH:16]=[CH:17][CH:18]=[CH:19][CH:20]=1. Procedure details: 3,4,5-Trimethoxy-benzyl chloride is condensed with 4-phenyl-4,5,6,7-tetrahydro-thieno[2,3-c]pyridine (Example 3), according to the procedure of Example 8. Starting materials: NNC(=O)CCc1cccc(C(F)(F)F)c1, C1CCOC1, O=C(O)c1ccc2ncsc2c1. The product is O=C(CCc1cccc(C(F)(F)F)c1)NNC(=O)c1ccc2ncsc2c1. As a reaction SMILES: [F:13][C:14]([c:15]1[cH:16][c:17]([CH2:21][CH2:22][C:23](=[O:24])[NH:25][NH2:26])[cH:18][cH:19][cH:20]1)([F:27])[F:28].[O:29]1[CH2:30][CH2:31][CH2:32][CH2:33]1.[s:1]1[cH:2][n:3][c:4]2[c:5]1[cH:6][c:7]([C:10](=[O:11])[OH:12])[cH:8][cH:9]2>>[s:1]1[cH:2][n:3][c:4]2[c:5]1[cH:6][c:7]([C:10](=[O:12])[NH:26][NH:25][C:23]([CH2:22][CH2:21][c:17]1[cH:16][c:15]([C:14]([F:13])([F:27])[F:28])[cH:20][cH:19][cH:18]1)=[O:24])[cH:8][cH:9]2. Starting materials: O=NN(Cc1ccccc1)C(=O)C(C1CC1)n1c(-c2ccc(Cl)cc2)nc2cc(F)c(F)cc21, CC(=O)O, Cl, [Li+], C1CCOC1, [OH-], O, O, OO. The product is O=C(O)C(C1CC1)n1c(-c2ccc(Cl)cc2)nc2cc(F)c(F)cc21. RXN SMILES: [CH2:1]([N:2]([N:3]=[O:4])[C:9]([CH:10]([CH:11]1[CH2:12][CH2:13]1)[n:14]1[c:15](-[c:25]2[cH:26][cH:27][c:28]([Cl:31])[cH:29][cH:30]2)[n:16][c:17]2[c:18]1[cH:19][c:20]([F:24])[c:21]([F:23])[cH:22]2)=[O:32])[c:5]1[cH:6][cH:7][cH:8][cH:33][cH:34]1.[CH3:47][C:48](=[O:49])[OH:50].[ClH:40].[Li+:37].[O:41]1[CH2:42][CH2:43][CH2:44][CH2:45]1.[OH-:36].[OH2:35].[OH2:46].[OH:38][OH:39]>>[C:9]([CH:10]([CH:11]1[CH2:12][CH2:13]1)[n:14]1[c:15](-[c:25]2[cH:26][cH:27][c:28]([Cl:31])[cH:29][cH:30]2)[n:16][c:17]2[c:18]1[cH:19][c:20]([F:24])[c:21]([F:23])[cH:22]2)([OH:32])=[O:35]. Reactants: NC1=NC=NC(=C1C#N)N[C@@H](C)C1=NC2=C(N1C1CC1)C(=C(C=C2)F)Br (4-amino-6-[(S)-1-(7-bromo-1-cyclopropyl-6-fluoro-1H-benzoimidazol-2-yl)ethylamino]pyrimidine-5-carbonitrile), C(CCC)[Sn](C1=NC=CC=C1)(CCCC)CCCC (2-(tributylstannyl)pyridine). The reagents and catalysts are C=1C=CC(=CC1)[P](C=2C=CC=CC2)(C=3C=CC=CC3)[Pd]([P](C=4C=CC=CC4)(C=5C=CC=CC5)C=6C=CC=CC6)([P](C=7C=CC=CC7)(C=8C=CC=CC8)C=9C=CC=CC9)[P](C=1C=CC=CC1)(C=1C=CC=CC1)C=1C=CC=CC1 (tetrakis(triphenylphosphine)palladium), S1C(=CC=C1)C(=O)[O-].[Cu+] (copper(I)-thiophene-2-carboxylate). Solvent: O1CCOCC1 (dioxane). Conditions: temperature 150 celsius. Yields the product NC1=NC=NC(=C1C#N)N[C@@H](C)C1=NC2=C(N1C1CC1)C(=C(C=C2)F)C2=NC=CC=C2 (4-Amino-6-[(S)-1-(1-cyclopropyl-6-fluoro-7-pyridin-2-yl-1H-benzoimidazol-2-yl)ethylamino]-pyrimidine-5-carbonitrile). Yield: 24.1%. RXN SMILES: [NH2:1][C:2]1[C:7]([C:8]#[N:9])=[C:6]([NH:10][C@H:11]([C:13]2[N:17]([CH:18]3[CH2:20][CH2:19]3)[C:16]3[C:21](Br)=[C:22]([F:25])[CH:23]=[CH:24][C:15]=3[N:14]=2)[CH3:12])[N:5]=[CH:4][N:3]=1.C([Sn](CCCC)(CCCC)[C:32]1[CH:37]=[CH:36][CH:35]=[CH:34][N:33]=1)CCC>O1CCOCC1.C1C=CC([P]([Pd]([P](C2C=CC=CC=2)(C2C=CC=CC=2)C2C=CC=CC=2)([P](C2C=CC=CC=2)(C2C=CC=CC=2)C2C=CC=CC=2)[P](C2C=CC=CC=2)(C2C=CC=CC=2)C2C=CC=CC=2)(C2C=CC=CC=2)C2C=CC=CC=2)=CC=1.S1C=CC=C1C([O-])=O.[Cu+]>[NH2:1][C:2]1[C:7]([C:8]#[N:9])=[C:6]([NH:10][C@H:11]([C:13]2[N:17]([CH:18]3[CH2:20][CH2:19]3)[C:16]3[C:21]([C:32]4[CH:37]=[CH:36][CH:35]=[CH:34][N:33]=4)=[C:22]([F:25])[CH:23]=[CH:24][C:15]=3[N:14]=2)[CH3:12])[N:5]=[CH:4][N:3]=1 |f:4.5,^1:55,57,76,95|. Procedure: A mixture of 4-amino-6-[(S)-1-(7-bromo-1-cyclopropyl-6-fluoro-1H-benzoimidazol-2-yl)ethylamino]pyrimidine-5-carbonitrile (70 mg, 0.17 mmol), 2-(tributylstannyl)pyridine (0.06 mL, 0.19 mmol), tetrakis(triphenylphosphine)palladium (19 mg, 10 mol %) and copper(I)-thiophene-2-carboxylate (6 mg, 20 mol %) in dioxane (1 mL) was purged with argon gas then heated at 150° C., for 20 min, in a microwave reactor (Biotage). After cooling to RT, the reaction mixture was diluted with MeOH and loaded onto an I... The reactants are FC1=CC=C(C=C1)C(C#N)C1=CC=CC=C1 (2-(4-fluorophenyl)-2-phenylacetonitrile), [H-].[Na+] (sodium hydride), Cl.ClCC=1N=CNC1 (4-chloromethylimidazole hydrochloride). Run at temperature 60 celsius, time 3 hour. The product is N1C=NC(=C1)CC(C#N)(C1=CC=CC=C1)C1=CC=C(C=C1)F (3-(imidazol-4-yl)-2-(4-fluorophenyl)-2-phenylpropanenitrile). Reaction SMILES: [F:1][C:2]1[CH:7]=[CH:6][C:5]([CH:8]([C:11]2[CH:16]=[CH:15][CH:14]=[CH:13][CH:12]=2)[C:9]#[N:10])=[CH:4][CH:3]=1.[H-].[Na+].Cl.Cl[CH2:21][C:22]1[N:23]=[CH:24][NH:25][CH:26]=1>>[NH:25]1[CH:26]=[C:22]([CH2:21][C:8]([C:5]2[CH:4]=[CH:3][C:2]([F:1])=[CH:7][CH:6]=2)([C:11]2[CH:12]=[CH:13][CH:14]=[CH:15][CH:16]=2)[C:9]#[N:10])[N:23]=[CH:24]1 |f:1.2,3.4|. Procedure: As described in Example 1, 3.0 g. of 2-(4-fluorophenyl)-2-phenylacetonitrile, 1.36 g. of 50% sodium hydride and 2.17 g. of 4-chloromethylimidazole hydrochloride were mixed, and the reaction mixture was stirred at 60° C. for 3 hours and then at ambient temperature for 65 hours. The reaction mixture was then worked up as described in Example 1 to obtain 2.60 g. of the free base of the product named above, which was identified by 60 mHz nuclear magnetic resonance analysis in CDCl3 : δ10.65 (broad m... Reactants: OC1=C(C(=O)O)C=C(C=C1)I (2-Hydroxy-5-iodobenzoic acid), S(O)(O)(=O)=O (sulfuric acid), C1(=CC=C(C=C1)S(=O)(=O)O)C (p-toluenesulfonic acid). The solvent is CC(C)O (2-propanol), C1(=CC=CC=C1)C (toluene), C(C)(C)O (isopropanol), O (water), C(C)(C)O (isopropanol). Reaction conditions: time 24 hour. Yields the product OC1=C(C(=O)OC(C)C)C=C(C=C1)I (Isopropyl 2-hydroxy-5-iodobenzoate). As a reaction SMILES: [OH:1][C:2]1[CH:10]=[CH:9][C:8]([I:11])=[CH:7][C:3]=1[C:4]([OH:6])=[O:5].S(=O)(=O)(O)O.[C:17]1(C)[CH:22]=CC(S(O)(=O)=O)=C[CH:18]=1>C1(C)C=CC=CC=1.CC(O)C.O>[OH:1][C:2]1[CH:10]=[CH:9][C:8]([I:11])=[CH:7][C:3]=1[C:4]([O:6][CH:17]([CH3:22])[CH3:18])=[O:5]. Procedure details: 25 2-Hydroxy-5-iodobenzoic acid (184 g, 0.7 mol), isopropanol (50 ml), cone sulfuric acid (5 ml) and p-toluenesulfonic acid (10 g) in toluene (11) was refluxed using a water separator. Portions of isopropanol was added intermittently to compensate for loss of 2-propanol by dehydration. After 24 h, the solution was cooled and washed with water. The toluene was evaporated partially. Iso-octane was added, and precipitated 2-hydroxy-5-iodobenzoic acid (106 g) filtered off. The solution was taken to ... Reaction SMILES: [Br:20][CH2:21][C:22](=[O:23])[O:24][C:25]([CH3:26])([CH3:27])[CH3:28].[CH3:1][N:2]1[C:3](=[O:17])[c:4]2[c:5]([n:13][cH:14][cH:15][cH:16]2)[NH:6][c:7]2[c:8]1[cH:9][cH:10][cH:11][cH:12]2.[CH3:29][N:30]([CH3:31])[CH:32]=[O:33].[H-:18].[Na+:19]>>[CH3:1][N:2]1[C:3](=[O:17])[c:4]2[c:5]([n:13][cH:14][cH:15][cH:16]2)[N:6]([CH2:21][C:22](=[O:23])[O:24][C:25]([CH3:26])([CH3:27])[CH3:28])[c:7]2[c:8]1[cH:9][cH:10][cH:11][cH:12]2. The reactants are CC(C)(C)OC(=O)CBr, CN1C(=O)c2cccnc2Nc2ccccc21, CN(C)C=O, [H-], [Na+]. Yields the product CN1C(=O)c2cccnc2N(CC(=O)OC(C)(C)C)c2ccccc21. Starting materials: ice, COC=1C(=NC=CC1)C (3-methoxy-2-methylpyridine), ice water, S(O)(O)(=O)=O (sulfuric acid), [N+](=O)(O)[O-] (nitric acid). Reaction conditions: time 2 hour. Product: COC=1C(=NC(=CC1)[N+](=O)[O-])C (3-methoxy-2-methyl-6-nitropyridine). Reaction SMILES: S(=O)(=O)(O)O.[N+:6]([O-:9])(O)=[O:7].[CH3:10][O:11][C:12]1[C:13]([CH3:18])=[N:14][CH:15]=[CH:16][CH:17]=1>>[CH3:10][O:11][C:12]1[C:13]([CH3:18])=[N:14][C:15]([N+:6]([O-:9])=[O:7])=[CH:16][CH:17]=1. Procedure details: To an ice-cold mixture of 3 ml. of concentrated sulfuric acid and 3 ml. of fuming nitric acid, was added 0.5 g. of 3-methoxy-2-methylpyridine over 5 minutes. After warming spontaneously to room temperature the mixture was heated at 55°-60° C. for 6 hours. The mixture was cooled and added to 35 ml. of ice-water. After stirring 2 hours, the precipitate was collected and dried to give 3-methoxy-2-methyl-6-nitropyridine, m.p. 99°-100.5° C. Starting materials: Cl (HCl), C(C)OC(=O)C1(CC2=CC=C(C=C2C1)F)[N+]#[C-] (5-fluoro-2-isocyano-indan-2-carboxilic acid ethyl ester), C(=O)(O)[O-].[Na+] (NaHCO3). Reaction conditions: time 2 hour. Product: C(C)OC(=O)C1(CC2=CC=C(C=C2C1)F)N (2-Amino-5-fluoroindane-2-carboxylic acid ethyl ester). RXN SMILES: Cl.[CH2:2]([O:4][C:5]([C:7]1([N+:17]#[C-])[CH2:15][C:14]2[C:9](=[CH:10][CH:11]=[C:12]([F:16])[CH:13]=2)[CH2:8]1)=[O:6])[CH3:3].C([O-])(O)=O.[Na+]>>[CH2:2]([O:4][C:5]([C:7]1([NH2:17])[CH2:15][C:14]2[C:9](=[CH:10][CH:11]=[C:12]([F:16])[CH:13]=2)[CH2:8]1)=[O:6])[CH3:3] |f:2.3|. Procedure: A methanolic solution of conc. HCl (35%) (9.3 mL in 110 mL of MeOH) is added dropwise to a methanolic solution of 5-fluoro-2-isocyano-indan-2-carboxilic acid ethyl ester E (17.6 g, 75.4 mmol) at RT and the mixture is stirred for 2 h. The mixture is then neutralized by saturated NaHCO3 solution and extracted with DCM (500 mL). The organic layer is washed with water, brine, dried over Na2SO4, and concentrated under reduced pressure to obtain 16.0 g (94%) of F as yellowish semi solid.